From a dataset of the Open Reaction Database (ORD), a public repository of structured organic reaction records. describe an organic reaction: reactants, conditions, products, and yield The reactants are CCCC[N+](CCCC)(CCCC)CCCC.[F-] (TBAF), [Si](C)(C)(C(C)(C)C)OCCCN(C(OCC1=CC=CC=C1)=O)C (Benzyl 3-(tert-butyldimethylsilyloxy)propyl(methyl)carbamate). Solvent: C1CCOC1 (THF). The product is OCCCN(C(OCC1=CC=CC=C1)=O)C (benzyl 3-hydroxypropyl(methyl)carbamate). Reaction SMILES: CCCC[N+](CCCC)(CCCC)CCCC.[F-].[Si]([O:26][CH2:27][CH2:28][CH2:29][N:30]([CH3:41])[C:31](=[O:40])[O:32][CH2:33][C:34]1[CH:39]=[CH:38][CH:37]=[CH:36][CH:35]=1)(C(C)(C)C)(C)C>C1COCC1>[OH:26][CH2:27][CH2:28][CH2:29][N:30]([CH3:41])[C:31](=[O:40])[O:32][CH2:33][C:34]1[CH:39]=[CH:38][CH:37]=[CH:36][CH:35]=1 |f:0.1|. Reported procedure: TBAF (12.8 ml, 1.0 M solution in THF, 12.8 mmol) was added to the solution of benzyl 3-(tert-butyldimethylsilyloxy)propyl(methyl)carbamate obtained in step 3 (3.6 g, 10.7 mmol) in THF (30 ml). After reaction complete, water and EtOAC work-up and then drying were followed to give benzyl 3-hydroxypropyl(methyl)carbamate (formula 31). After further purification, alcohol was treated with triphenylphosphine (3.35 g, 12.8 mmol) and carbon tetrabromide (12.8 mmol) in acetonitrile (20 ml). The reaction ... The reactants are C(C)(C)(C)OC(NC1=C(C=C(C(=C1)N(C)C)C(F)(F)F)NC(CC(C1=CC(=CC=C1)N1N=CC(=C1)COC1OCCCC1)=O)=O)=O ((RS)-[5-dimethylamino-2-(3-oxo-3-{3-[4-(tetrahydro-pyran-2-yloxymethyl)-pyrazol-1-yl]-phenyl}-propionylamino)-4-trifluoromethyl-phenyl]-carbamic acid tert-butyl ester), C(=O)(C(F)(F)F)O (TFA). The solvent is C(Cl)Cl (CH2Cl2). The product is CN(C1=CC2=C(NC(CC(=N2)C2=CC(=CC=C2)N2N=CC(=C2)CO)=O)C=C1C(F)(F)F)C (7-Dimethylamino-4-[3-(4-hydroxymethyl-pyrazol-1-yl)-phenyl]-8-trifluoromethyl-1,3-dihydro-benzo[b][1,4]diazepin-2-one), solid. As a reaction SMILES: C(OC(=O)[NH:7][C:8]1[CH:13]=[C:12]([N:14]([CH3:16])[CH3:15])[C:11]([C:17]([F:20])([F:19])[F:18])=[CH:10][C:9]=1[NH:21][C:22](=[O:45])[CH2:23][C:24](=O)[C:25]1[CH:30]=[CH:29][CH:28]=[C:27]([N:31]2[CH:35]=[C:34]([CH2:36][O:37]C3CCCCO3)[CH:33]=[N:32]2)[CH:26]=1)(C)(C)C.C(O)(C(F)(F)F)=O>C(Cl)Cl>[CH3:16][N:14]([CH3:15])[C:12]1[C:11]([C:17]([F:20])([F:18])[F:19])=[CH:10][C:9]2[NH:21][C:22](=[O:45])[CH2:23][C:24]([C:25]3[CH:30]=[CH:29][CH:28]=[C:27]([N:31]4[CH:35]=[C:34]([CH2:36][OH:37])[CH:33]=[N:32]4)[CH:26]=3)=[N:7][C:8]=2[CH:13]=1. Procedure: The title compound was prepared from (RS)-[5-dimethylamino-2-(3-oxo-3-{3-[4-(tetrahydro-pyran-2-yloxymethyl)-pyrazol-1-yl]-phenyl}-propionylamino)-4-trifluoromethyl-phenyl]-carbamic acid tert-butyl ester (Example M58) (590 mg, 0.91 mmol) by treatment with TFA in CH2Cl2 according to the general procedure N. Obtained as a light yellow solid (299 mg). Starting materials: [Br-].ClC1=C(C=CC=C1)C(C(=O)O[C@H]1C[N+]2(CCC1CC2)CC(NC2=NOC=C2)=O)(O)C2=C(C=CC=C2)Cl ((R)-3-[2,2-Bis-(2-chloro-phenyl)-2-hydroxy-acetoxy]-1-(isoxazol-3-ylcarbamoylmethyl)-1-azonia-bicyclo[2.2.2]octane bromide), OC(C(=O)O)(C1=CC=C(C=C1)OC)C1=CC=C(C=C1)OC (hydroxy-bis-(4-methoxy-phenyl)-acetic acid), OC(C(=O)O)(C1=CC=C(C=C1)OC)C1=CC=C(C=C1)OC (hydroxy-bis-(4-methoxy-phenyl)-acetic acid). Reaction SMILES: [Br-:1].ClC1C=CC=CC=1C(C1C=CC=CC=1Cl)(O)C(O[C@@H:13]1[CH:18]2[CH2:19][CH2:20][N+:15]([CH2:21][C:22](=[O:29])[NH:23][C:24]3[CH:28]=[CH:27][O:26][N:25]=3)([CH2:16][CH2:17]2)[CH2:14]1)=O.[OH:38][C:39]([C:51]1[CH:56]=[CH:55][C:54]([O:57][CH3:58])=[CH:53][CH:52]=1)([C:43]1[CH:48]=[CH:47][C:46]([O:49][CH3:50])=[CH:45][CH:44]=1)[C:40]([OH:42])=[O:41]>>[Br-:1].[OH:38][C:39]([C:43]1[CH:44]=[CH:45][C:46]([O:49][CH3:50])=[CH:47][CH:48]=1)([C:51]1[CH:52]=[CH:53][C:54]([O:57][CH3:58])=[CH:55][CH:56]=1)[C:40]([O:42][C@@H:17]1[CH:18]2[CH2:19][CH2:20][N+:15]([CH2:21][C:22](=[O:29])[NH:23][C:24]3[CH:28]=[CH:27][O:26][N:25]=3)([CH2:14][CH2:13]2)[CH2:16]1)=[O:41] |f:0.1,3.4|. Product: [Br-].OC(C(=O)O[C@H]1C[N+]2(CCC1CC2)CC(NC2=NOC=C2)=O)(C2=CC=C(C=C2)OC)C2=CC=C(C=C2)OC ((R)-3-[2-Hydroxy-2,2-bis-(4-methoxy-phenyl)-acetoxy]-1-(isoxazol-3-ylcarbamoyl methyl)-1-azonia-bicyclo[2.2.2]octane bromide). Procedure details: This compound is prepared analogously to (R)-3-[2,2-bis-(2-chloro-phenyl)-2-hydroxy-acetoxy]-1-(isoxazol-3-ylcarbamoylmethyl)-1-azonia-bicyclo[2.2.2]octane bromide [Example 1] by substituting bis-(2-chloro-phenyl)-hydroxy-acetic acid with hydroxy-bis-(4-methoxy-phenyl)-acetic acid (Intermediate C). The reactants are [H-].[Na+] (NaH), ClC=1C=C(C=CC1)N1C(NC2=C1C=CC=C2)=O (1-(3-chlorophenyl)-benzimidazolin-2-one), COC(CCCCCCCBr)=O (8-bromocaprylic acid methyl ester). The solvent is CN(C)C=O (DMF). As a reaction SMILES: [H-].[Na+].[Cl:3][C:4]1[CH:5]=[C:6]([N:10]2[C:14]3[CH:15]=[CH:16][CH:17]=[CH:18][C:13]=3[NH:12][C:11]2=[O:19])[CH:7]=[CH:8][CH:9]=1.[CH3:20][O:21][C:22](=[O:31])[CH2:23][CH2:24][CH2:25][CH2:26][CH2:27][CH2:28][CH2:29]Br>CN(C=O)C>[CH3:20][O:21][C:22](=[O:31])[CH2:23][CH2:24][CH2:25][CH2:26][CH2:27][CH2:28][CH2:29][N:12]1[C:13]2[CH:18]=[CH:17][CH:16]=[CH:15][C:14]=2[N:10]([C:6]2[CH:7]=[CH:8][CH:9]=[C:4]([Cl:3])[CH:5]=2)[C:11]1=[O:19] |f:0.1|. Product: COC(CCCCCCCN1C(N(C2=C1C=CC=C2)C2=CC(=CC=C2)Cl)=O)=O (8-[3-(3-chlorophenyl)-2-oxo-benzimidazolin-1-yl]-caprylic acid methyl ester). Procedure details: The product is produces as described in example 1 from 1.2 g. of NaH (80% suspension in mineral oil), 9.8 g. of 1-(3-chlorophenyl)-benzimidazolin-2-one, 80 cc. of DMF, 9.5 g. of 8-bromocaprylic acid methyl ester and 1.2 g. of NaJ. Starting materials: C1COC2(CCC(CC2)=O)O1 (1,4-Cyclohexanedione monoethylene ketal), NC=1C=C2C=NNC2=CC1 (5-aminoindazole), C(C)(=O)O (acetic acid). Run in CO (methanol). Run at time 18 hour. Yields the product N1N=CC2=CC(=CC=C12)NC1CCC(CC1)=O (4-(1H-5-Indazolylamino)-1-cyclohexanone). The yield is 70.1%. RXN SMILES: C1O[C:4]2([CH2:9][CH2:8][C:7](=[O:10])[CH2:6][CH2:5]2)OC1.[NH2:12][C:13]1[CH:14]=[C:15]2[C:19](=[CH:20][CH:21]=1)[NH:18][N:17]=[CH:16]2.C(O)(=O)C>CO>[NH:18]1[C:19]2[C:15](=[CH:14][C:13]([NH:12][CH:4]3[CH2:5][CH2:6][C:7](=[O:10])[CH2:8][CH2:9]3)=[CH:21][CH:20]=2)[CH:16]=[N:17]1. Reported procedure: 1,4-Cyclohexanedione monoethylene ketal (3.90 g), 5-aminoindazole (2.66 g), and acetic acid (0.5 ml) were dissolved in methanol (50 ml), and a borane-pyridine complex (2.50 ml) was added dropwise to the solution at room temperature. The reaction mixture was stirred at room temperature for 18 hr, was then cooled to room temperature, and was concentrated. The residue was dissolved in acetic acid-water (1:1, 50 ml), and the mixture was then stirred at 80° C. for 3 hr. The reaction mixture was conce... The reactants are NC=1SC=C(N1)CSCCNC(=O)OC(C)(C)C (2-amino-4-(2-t-butyloxycarbonylaminoethylthiomethyl)-1,3-thiazole), [S-]C#N.[K+] (potassium thiocyanate), BrBr (bromine). The solvent is CO (methanol). Reaction conditions: time 45 minute. Yields the product NC=1SC(=C(N1)CSCCNC(=O)OC(C)(C)C)SC#N (2-Amino-4-(2-t-butyloxycarbonylaminoethylthiomethyl)-5-thiocyanato-1,3-thiazole). As a reaction SMILES: [NH2:1][C:2]1[S:3][CH:4]=[C:5]([CH2:7][S:8][CH2:9][CH2:10][NH:11][C:12]([O:14][C:15]([CH3:18])([CH3:17])[CH3:16])=[O:13])[N:6]=1.[S-:19][C:20]#[N:21].[K+].BrBr>CO>[NH2:1][C:2]1[S:3][C:4]([S:19][C:20]#[N:21])=[C:5]([CH2:7][S:8][CH2:9][CH2:10][NH:11][C:12]([O:14][C:15]([CH3:18])([CH3:17])[CH3:16])=[O:13])[N:6]=1 |f:1.2|. Procedure details: To a stirred solution of 2-amino-4-(2-t-butyloxycarbonylaminoethylthiomethyl)-1,3-thiazole (4.27 g, 14.8 mmol) and potassium thiocyanate (2.87 g, 29.5 mmol) in methanol (30 mL) cooled to 0° C. was added dropwise bromine (3.55 g, 0.022 mol) and stirring was continued for 45 min. Reaction mixture was partitioned between ethyl acetate and water. Organic layer was dried over sodium sulfate and concentrated under reduced pressure to afford solid residue of title product in quantitative yield. Crude p... Starting materials: O (water), C([O-])([O-])=O.[K+].[K+] (Potassium carbonate), CI (methyl iodide), ClC1=C(CN2C(=C(C=3N=C(N(C(C32)=O)C)O)C#N)N3C[C@@H](CCC3)NC(OC(C)(C)C)=O)C=CC=C1 (tert-butyl {(3R)-1-[5-(2-chlorobenzyl)-7-cyano-2-hydroxy-3-methyl-4-oxo-4,5-dihydro-3H-pyrrolo[3,2-d]pyrimidin-6-yl]piperidin-3-yl}carbamate). Run in CN(C=O)C (N,N-dimethylformamide). Reaction conditions: temperature 25 celsius, time 4 hour. Product: ClC1=C(CN2C(=C(C=3N(C(N(C(C32)=O)C)=O)C)C#N)N3C[C@@H](CCC3)NC(OC(C)(C)C)=O)C=CC=C1 (tert-Butyl {(3R)-1-[5-(2-chlorobenzyl)-7-cyano-1,3-dimethyl-2,4-dioxo-2,3,4,5-tetrahydro-1H-pyrrolo[3,2-d]pyrimidin-6-yl]piperidin-3-yl}carbamate). Isolated yield 82.4%. Reaction SMILES: [C:1](=O)([O-])[O-].[K+].[K+].CI.[Cl:9][C:10]1[CH:44]=[CH:43][CH:42]=[CH:41][C:11]=1[CH2:12][N:13]1[C:21]2[C:20](=[O:22])[N:19]([CH3:23])[C:18]([OH:24])=[N:17][C:16]=2[C:15]([C:25]#[N:26])=[C:14]1[N:27]1[CH2:32][CH2:31][CH2:30][C@@H:29]([NH:33][C:34](=[O:40])[O:35][C:36]([CH3:39])([CH3:38])[CH3:37])[CH2:28]1.O>CN(C)C=O>[Cl:9][C:10]1[CH:44]=[CH:43][CH:42]=[CH:41][C:11]=1[CH2:12][N:13]1[C:21]2[C:20](=[O:22])[N:19]([CH3:23])[C:18](=[O:24])[N:17]([CH3:1])[C:16]=2[C:15]([C:25]#[N:26])=[C:14]1[N:27]1[CH2:32][CH2:31][CH2:30][C@@H:29]([NH:33][C:34](=[O:40])[O:35][C:36]([CH3:38])([CH3:39])[CH3:37])[CH2:28]1 |f:0.1.2|. Procedure: Potassium carbonate (700 mg) and methyl iodide (0.34 ml) were added to a solution of tert-butyl {(3R)-1-[5-(2-chlorobenzyl)-7-cyano-2-hydroxy-3-methyl-4-oxo-4,5-dihydro-3H-pyrrolo[3,2-d]pyrimidin-6-yl]piperidin-3-yl}carbamate (1.3 g) in N,N-dimethylformamide, and the resulting mixture was stirred at 25° C. for 4 hours. After the reaction, water was added to the reaction solution, followed by extraction with ethyl acetate. The organic layer was washed with water and a saturated aqueous sodium chl... Starting materials: FC(C(=O)O)(F)F.ClCCC\C(\C(=O)O)=C/C1=CC(=C(C=C1)N1C=NC(=C1)C)OC ((E)-5-chloro-2-(3-methoxy-4-(4-methyl-1H-imidazol-1-yl)benzylidene)valeric acid trifluoroacetic acid salt), N1(CCOCC1)C1=CC=C(C=N1)CN (C-[6-(morpholin-4-yl)pyridine-3-yl]methylamine), C=1C=CC2=C(C1)N=NN2O (HOBT), C(C)(C)N(CC)C(C)C (IPEA). Run in O (water), C(CCl)Cl (EDC), CN(C)C=O (DMF). Run at time 12 hour. Yields the product N1(CCOCC1)C1=CC=C(C=N1)CNC(/C(/CCCCl)=C/C1=CC(=C(C=C1)N1C=NC(=C1)C)OC)=O ((E)-5-chloro-2-[3-methoxy-4-(4-methyl-1H-imidazol-1-yl)benzylidene]valeric acid [6-(morpholin-4-yl)pyridine-3-yl]methyl amide). Isolated yield 92.4%. Reaction SMILES: FC(F)(F)C(O)=O.[Cl:8][CH2:9][CH2:10][CH2:11]/[C:12](=[CH:16]\[C:17]1[CH:22]=[CH:21][C:20]([N:23]2[CH:27]=[C:26]([CH3:28])[N:25]=[CH:24]2)=[C:19]([O:29][CH3:30])[CH:18]=1)/[C:13]([OH:15])=O.[N:31]1([C:37]2[N:42]=[CH:41][C:40]([CH2:43][NH2:44])=[CH:39][CH:38]=2)[CH2:36][CH2:35][O:34][CH2:33][CH2:32]1.C1C=CC2N(O)N=NC=2C=1.C(N(C(C)C)CC)(C)C>O.C(Cl)CCl.CN(C=O)C>[N:31]1([C:37]2[N:42]=[CH:41][C:40]([CH2:43][NH:44][C:13](=[O:15])/[C:12](=[CH:16]/[C:17]3[CH:22]=[CH:21][C:20]([N:23]4[CH:27]=[C:26]([CH3:28])[N:25]=[CH:24]4)=[C:19]([O:29][CH3:30])[CH:18]=3)/[CH2:11][CH2:10][CH2:9][Cl:8])=[CH:39][CH:38]=2)[CH2:32][CH2:33][O:34][CH2:35][CH2:36]1 |f:0.1|. Procedure details: To an ethanol (50 mL) solution of 2-[6-(morpholin-4-yl)pyridine-3-yl]methylisoindoindol-1,3-dione (3.8 g) obtained above, hydrazine monohydrate (2.95 mL) was added, and heat-refluxing of the reaction solution was carried out for 2 hours. The reaction solution was allowed to be cooled to room temperature, diethyl ether (100 mL) was added to the reaction solution, and the reaction solution was agitated for 30 minutes at room temperature. C-[6-(morpholin-4-yl)pyridine-3-yl]methylamine (3.0 g) was o... The reactants are [NH4+].[OH-] (NH4OH), NC(C(C)(C)C)C(=O)O (DL-tert-butylglycine), Polypropylene glycol. Solvent: O (water). Run at temperature 25 celsius, time 5 minute. Product: N[C@@H](C(C)(C)C)C(=O)O (L-tert-butylglycine). RXN SMILES: [NH2:1][CH:2]([C:7]([OH:9])=[O:8])[C:3]([CH3:6])([CH3:5])[CH3:4].[NH4+].[OH-]>O>[NH2:1][C@H:2]([C:7]([OH:9])=[O:8])[C:3]([CH3:6])([CH3:5])[CH3:4] |f:1.2|. Procedure details: In a 1 L beaker, 3.3 g of DL-tert-butylglycine (0.025 mol) was dissolved into 300 ml of water and the pH adjusted to 7.5-8.0 using concentrated NH4OH. The solution was transferred to a jacketed vessel and maintained at 25° C. Polypropylene glycol (1 ml) was added, and the mixture was agitated at 600 rpm. Oxygen gas was sparged via a metal frit at a flow rate of 1 L/min. The dissolved oxygen in the mixture was monitored using a calibrated oxygen electrode described in previous examples. Two milli... The reactants are C=CCC1(C)CC(c2cccc(Cl)c2)C(c2ccc(Cl)cc2)N(C(CNS(C)(=O)=O)C2CC2)C1=O, CCOC(C)=O, [H-], CCI, [Na+], CN(C)C=O. Product: C=CCC1(C)CC(c2cccc(Cl)c2)C(c2ccc(Cl)cc2)N(C(CN(CC)S(C)(=O)=O)C2CC2)C1=O. RXN SMILES: [CH2:1]([CH:2]=[CH2:3])[C:4]1([CH3:35])[C:5](=[O:34])[N:6]([CH:24]([CH2:25][NH:26][S:27](=[O:28])(=[O:29])[CH3:30])[CH:31]2[CH2:32][CH2:33]2)[CH:7]([c:17]2[cH:18][cH:19][c:20]([Cl:23])[cH:21][cH:22]2)[CH:8]([c:10]2[cH:11][c:12]([Cl:16])[cH:13][cH:14][cH:15]2)[CH2:9]1.[CH3:46][CH2:47][O:48][C:49]([CH3:50])=[O:51].[H-:36].[I:38][CH2:39][CH3:40].[Na+:37].[O:41]=[CH:42][N:43]([CH3:44])[CH3:45]>>[CH2:1]([CH:2]=[CH2:3])[C:4]1([CH3:35])[C:5](=[O:34])[N:6]([CH:24]([CH2:25][N:26]([S:27](=[O:28])(=[O:29])[CH3:30])[CH2:39][CH3:40])[CH:31]2[CH2:32][CH2:33]2)[CH:7]([c:17]2[cH:18][cH:19][c:20]([Cl:23])[cH:21][cH:22]2)[CH:8]([c:10]2[cH:11][c:12]([Cl:16])[cH:13][cH:14][cH:15]2)[CH2:9]1.